Dataset: the Open Reaction Database (ORD), a public repository of structured organic reaction records. Task: describe an organic reaction: reactants, conditions, products, and yield Reactants: O1COC2=C1C=CC(=C2)C(C(=O)NS(=O)(=O)C2=C(C=C(C=C2)C)OC)C2=CN(C1=CC=C(C=C21)Br)C (3-{1-(1,3-Benzodioxol-5-yl)-2-[(2-methoxy-4-methylphenyl)sulfonamido]-2-oxoethyl}-5-bromo-1-methyl-1H-indole), OC[Sn](CCCC)(CCCC)CCCC (hydroxymethyltributyl-stannane), [OH-].[Na+] (Sodium hydroxide). Reagents/catalysts: C1=CC=C(C=C1)P(C2=CC=CC=C2)C3=CC=CC=C3.C1=CC=C(C=C1)P(C2=CC=CC=C2)C3=CC=CC=C3.C1=CC=C(C=C1)P(C2=CC=CC=C2)C3=CC=CC=C3.C1=CC=C(C=C1)P(C2=CC=CC=C2)C3=CC=CC=C3.[Pd] (tetrakis(triphenylphosphine)palladium(O)). Solvent: O1CCOCC1 (1,4-dioxane). Product: O1COC2=C1C=CC(=C2)C(C(=O)NS(=O)(=O)C2=C(C=C(C=C2)C)OC)C2=CN(C1=CC=C(C=C21)CO)C (3-{1-(1,3-Benzodioxol-5yl)-2-[(2-methoxy-4-methylphenyl)sulfonamido]-2-oxoethyl}-5-(hydroxymethyl)-1-methyl-1H-indole). The yield is 12.6%. As a reaction SMILES: [O:1]1[C:5]2[CH:6]=[CH:7][C:8]([CH:10]([C:26]3[C:34]4[C:29](=[CH:30][CH:31]=[C:32](Br)[CH:33]=4)[N:28]([CH3:36])[CH:27]=3)[C:11]([NH:13][S:14]([C:17]3[CH:22]=[CH:21][C:20]([CH3:23])=[CH:19][C:18]=3[O:24][CH3:25])(=[O:16])=[O:15])=[O:12])=[CH:9][C:4]=2[O:3][CH2:2]1.[OH:37][CH2:38][Sn](CCCC)(CCCC)CCCC.[OH-].[Na+]>O1CCOCC1.C1C=CC(P(C2C=CC=CC=2)C2C=CC=CC=2)=CC=1.C1C=CC(P(C2C=CC=CC=2)C2C=CC=CC=2)=CC=1.C1C=CC(P(C2C=CC=CC=2)C2C=CC=CC=2)=CC=1.C1C=CC(P(C2C=CC=CC=2)C2C=CC=CC=2)=CC=1.[Pd]>[O:1]1[C:5]2[CH:6]=[CH:7][C:8]([CH:10]([C:26]3[C:34]4[C:29](=[CH:30][CH:31]=[C:32]([CH2:38][OH:37])[CH:33]=4)[N:28]([CH3:36])[CH:27]=3)[C:11]([NH:13][S:14]([C:17]3[CH:22]=[CH:21][C:20]([CH3:23])=[CH:19][C:18]=3[O:24][CH3:25])(=[O:16])=[O:15])=[O:12])=[CH:9][C:4]=2[O:3][CH2:2]1 |f:2.3,5.6.7.8.9|. Procedure: To a solution of 3-{1-(1,3-benzodioxol-5-yl)-2-[(2-methoxy-4-methylphenyl)sulfonamido]-2-oxoethyl}-5-bromo-1-methyl-1H-indole (from Example 79, 300 mg, 0.53 mmol) in 1,4-dioxane (1.5 ml) under a nitrogen atmosphere was added hydroxymethyltributyl-stannane (253 mg, 0.79 mmol), followed by tetrakis(triphenylphosphine)palladium(O) (30 mg). The mixture was heated to reflux for 8 hours, and then cooled. Sodium hydroxide solution (1M) was added and the mixture boiled to dissolve the product. The solut... Reactants: ( 2 ), ClCCl (dichloromethane), COC1=CC=C2C=C(C(N(C2=C1)CC=O)=O)C(=O)OC (methyl 7-methoxy-2-oxo-1-(2-oxoethyl)-1,2-dihydroquinoline-3-carboxylate), O1CCOC2=C1C=CC(=C2)CN(C(OC(C)(C)C)=O)C2CCNCC2 (tert-butyl (2,3-dihydro-1,4-benzodioxin-6-ylmethyl)(piperidin-4-yl)carbamate), C(C)(=O)O[BH-](OC(C)=O)OC(C)=O.[Na+] (sodium triacetoxyborohydride). Run in O (water), C(Cl)(Cl)Cl (Chloroform), C(C)(=O)O (acetic acid). Reaction conditions: time 1 hour. Yields the product C(C)(C)(C)OC(=O)N(C1CCN(CC1)CCN1C(C(=CC2=CC=C(C=C12)OC)C(=O)OC)=O)CC1=CC2=C(OCCO2)C=C1 (methyl 1-(2-(4-((tert-butoxycarbonyl) (2,3-dihydro-1,4-benzodioxin-6-ylmethyl)amino)piperidin-1-yl)ethyl)-7-methoxy-2-oxo-1,2-dihydroquinoline-3-carboxylate). Yield: 38.6%. Reaction SMILES: ClCCl.[CH3:4][O:5][C:6]1[CH:15]=[C:14]2[C:9]([CH:10]=[C:11]([C:20]([O:22][CH3:23])=[O:21])[C:12](=[O:19])[N:13]2[CH2:16][CH:17]=O)=[CH:8][CH:7]=1.[O:24]1[C:29]2[CH:30]=[CH:31][C:32]([CH2:34][N:35]([CH:43]3[CH2:48][CH2:47][NH:46][CH2:45][CH2:44]3)[C:36](=[O:42])[O:37][C:38]([CH3:41])([CH3:40])[CH3:39])=[CH:33][C:28]=2[O:27][CH2:26][CH2:25]1.C(O[BH-](OC(=O)C)OC(=O)C)(=O)C.[Na+]>O.C(Cl)(Cl)Cl.C(O)(=O)C>[C:38]([O:37][C:36]([N:35]([CH2:34][C:32]1[CH:31]=[CH:30][C:29]2[O:24][CH2:25][CH2:26][O:27][C:28]=2[CH:33]=1)[CH:43]1[CH2:48][CH2:47][N:46]([CH2:17][CH2:16][N:13]2[C:14]3[C:9](=[CH:8][CH:7]=[C:6]([O:5][CH3:4])[CH:15]=3)[CH:10]=[C:11]([C:20]([O:22][CH3:23])=[O:21])[C:12]2=[O:19])[CH2:45][CH2:44]1)=[O:42])([CH3:41])([CH3:39])[CH3:40] |f:3.4|. Reported procedure: To 0.37 g of methyl 1-(1,3-dioxolan-2-ylmethyl)-7-methoxy-2-oxo-1,2-dihydroquinoline-3-carboxylate, 2 mL of 90% aqueous trifluoroacetic acid solution was added and stirred for 4 hours. The solvent was removed under reduced pressure, and aqueous saturated sodium hydrogen carbonate solution and chloroform were added. The organic layer was separated, and the aqueous layer was extracted with chloroform. The organic layer and extracts were combined, washed with aqueous saturated sodium chloride solut... Starting materials: O (water), [N+](=O)([O-])C1=C(C=CC(=C1)Br)N1CCC2=CC=CC=C12 (1-(2-nitro-4-bromophenyl)indoline), BrN1C(CCC1=O)=O (N-bromosuccinimide). The solvent is CN(C=O)C (dimethylformamide), CN(C=O)C (dimethylformamide). Reaction conditions: temperature 0 celsius, time 15 minute. Product: [N+](=O)([O-])C1=C(C=CC(=C1)Br)N1CCC2=CC(=CC=C12)Br (1-(2-Nitro-4-bromophenyl)-5-bromoindoline). Yield: 67.9%. RXN SMILES: [N+:1]([C:4]1[CH:9]=[C:8]([Br:10])[CH:7]=[CH:6][C:5]=1[N:11]1[C:19]2[C:14](=[CH:15][CH:16]=[CH:17][CH:18]=2)[CH2:13][CH2:12]1)([O-:3])=[O:2].[Br:20]N1C(=O)CCC1=O.O>CN(C)C=O>[N+:1]([C:4]1[CH:9]=[C:8]([Br:10])[CH:7]=[CH:6][C:5]=1[N:11]1[C:19]2[C:14](=[CH:15][C:16]([Br:20])=[CH:17][CH:18]=2)[CH2:13][CH2:12]1)([O-:3])=[O:2]. Reported procedure: To a solution of 1-(2-nitro-4-bromophenyl)indoline (15 g, 0.047 moles) in dimethylformamide (150 ml) at -10° C. was added dropwise a solution of N-bromosuccinimide (9.4 g, 0.054 mole) in dimethylformamide (50 ml) over 10 minutes. The reaction mixture was stirred at 0° C. for 15 minutes. The solution was added slowly to water (1 1) with vigorous stirring. The solid was filtered, dried, and dissolved in dichloromethane (300 ml). The solution was added to boiling methanol (1 1). The precipitate was...